Dataset: the Open Reaction Database (ORD), a public repository of structured organic reaction records. Task: describe an organic reaction: reactants, conditions, products, and yield The reactants are Cl (HCl), COB(OC)OC (trimethylborate), solution, [Li]C(C)(C)C (t-BuLi), CCCCC (pentane), BrC1=C(C=CC=C1)S(=O)(=O)N(COCCOC)C1=C(C(=NO1)C)C (2-bromo-N-(3,4-dimethyl-5-isoxazolyl)-N-[(2-methoxyethoxy)methyl]benzenesulfonamide). The solvent is C1CCOC1 (THF). Run at temperature -100 celsius, time 5 minute. The product is B(O)(O)C1=C(C=CC=C1)S(=O)(=O)N(COCCOC)C1=C(C(=NO1)C)C (2-Borono-N-(3,4-dimethyl-5-isoxazolyl)-N-[(2-methoxyethoxy)methyl]benzenesulfonamide). Isolated yield 70.1%. As a reaction SMILES: [Li]C(C)(C)C.CCCCC.Br[C:12]1[CH:17]=[CH:16][CH:15]=[CH:14][C:13]=1[S:18]([N:21]([C:28]1[O:32][N:31]=[C:30]([CH3:33])[C:29]=1[CH3:34])[CH2:22][O:23][CH2:24][CH2:25][O:26][CH3:27])(=[O:20])=[O:19].C[O:36][B:37](OC)[O:38]C.Cl>C1COCC1>[B:37]([C:12]1[CH:17]=[CH:16][CH:15]=[CH:14][C:13]=1[S:18]([N:21]([C:28]1[O:32][N:31]=[C:30]([CH3:33])[C:29]=1[CH3:34])[CH2:22][O:23][CH2:24][CH2:25][O:26][CH3:27])(=[O:20])=[O:19])([OH:38])[OH:36]. Procedure details: A 1.7 M solution of t-BuLi in pentane (5.0 ml; 8.50 mmol) was added over ~10 minutes to a solution of 2-bromo-N-(3,4-dimethyl-5-isoxazolyl)-N-[(2-methoxyethoxy)methyl]benzenesulfonamide (1.62 g; 3.86 mmol) in THF at -100° C. The temperature was kept below -80° C. during the addition. After stirring 5 minutes at -100° C., trimethylborate (0.53 ml; 4.63 mmol) was added in one portion and the reaction mixture was allowed to warm to room temperature over several hours. At this time, 15 ml of 10% HCl...